Dataset: the Open Reaction Database (ORD), a public repository of structured organic reaction records. Task: describe an organic reaction: reactants, conditions, products, and yield The reactants are BrB(Br)Br, CCOCc1nc2c(N)nc3cccnc3c2n1Cc1cc(-c2ccc(F)cc2)no1, CO, ClCCl. Product: Nc1nc2cccnc2c2c1nc(CO)n2Cc1cc(-c2ccc(F)cc2)no1. Reaction SMILES: [B:32]([Br:33])([Br:34])[Br:35].[CH2:1]([CH3:2])[O:3][CH2:4][c:5]1[n:6]([CH2:19][c:20]2[cH:21][c:22](-[c:25]3[cH:26][cH:27][c:28]([F:31])[cH:29][cH:30]3)[n:23][o:24]2)[c:7]2[c:8]([c:9]([NH2:17])[n:10][c:11]3[cH:12][cH:13][cH:14][n:15][c:16]23)[n:18]1.[CH3:36][OH:37].[Cl:38][CH2:39][Cl:40]>>[OH:3][CH2:4][c:5]1[n:6]([CH2:19][c:20]2[cH:21][c:22](-[c:25]3[cH:26][cH:27][c:28]([F:31])[cH:29][cH:30]3)[n:23][o:24]2)[c:7]2[c:8]([c:9]([NH2:17])[n:10][c:11]3[cH:12][cH:13][cH:14][n:15][c:16]23)[n:18]1. Starting materials: C(C)(C)(C)N (tert-butylamine), C(C)(C)N(C(C)C)CC (N,N-diisopropylethylamine), C1(=CC=CC=C1)CS(=O)(=O)Cl (phenylmethanesulfonyl chloride). Solvent: ClCCl (dichloromethane), ClCCl (dichloromethane). Reaction conditions: time 16 hour. Product: C(C)(C)(C)NS(=O)(=O)CC1=CC=CC=C1 (N-tert-butyl-1-phenyl-methanesulfonamide). The yield is 77.5%. Reaction SMILES: [C:1]([NH2:5])([CH3:4])([CH3:3])[CH3:2].C(N(CC)C(C)C)(C)C.[C:15]1([CH2:21][S:22](Cl)(=[O:24])=[O:23])[CH:20]=[CH:19][CH:18]=[CH:17][CH:16]=1>ClCCl>[C:1]([NH:5][S:22]([CH2:21][C:15]1[CH:20]=[CH:19][CH:18]=[CH:17][CH:16]=1)(=[O:24])=[O:23])([CH3:4])([CH3:3])[CH3:2]. Procedure details: To a solution of tert-butylamine (2 g, 27.3 mmol) in dichloromethane (90 mL) was added N,N-diisopropylethylamine (5.7 mL, 32.8 mmol), followed by phenylmethanesulfonyl chloride (6.25 g, 32.8 mmol) and the reaction was stirred at ambient temperature for 16 hours. The reaction was then diluted with dichloromethane, washed with water and brine, dried with MgSO4, and purified by silica gel column chromatography (0-50% EtOAc in heptane) to give N-tert-butyl-1-phenyl-methanesulfonamide (4.81 g, 77% yi... Reactants: C(C)(C)OC=1C=CC=NC1 (5-isopropoxypyridine), C(Cl)Cl (CH2Cl2), C([O-])([O-])=O.[K+].[K+] (potassium carbonate), BrC1=NNC2=CC=CC=C12 (bromoindazole), final mixture, B1(OC(C(O1)(C)C)(C)C)B2OC(C(O2)(C)C)(C)C (bis(pinacolato)diboron), C(C)(=O)[O-].[K+] (potassium acetate). The reagents and catalysts are C1=CC=C(C=C1)P([C-]2C=CC=C2)C3=CC=CC=C3.C1=CC=C(C=C1)P([C-]2C=CC=C2)C3=CC=CC=C3.Cl[Pd]Cl.[Fe+2] (PdCl2(dppf)2), C=1C=CC(=CC1)[P](C=2C=CC=CC2)(C=3C=CC=CC3)[Pd]([P](C=4C=CC=CC4)(C=5C=CC=CC5)C=6C=CC=CC6)([P](C=7C=CC=CC7)(C=8C=CC=CC8)C=9C=CC=CC9)[P](C=1C=CC=CC1)(C=1C=CC=CC1)C=1C=CC=CC1 (Pd(Ph3P)4). The solvent is CS(=O)C (DMSO), C(C)O (ethanol), C1(=CC=CC=C1)C (toluene), O (water), C(C)(=O)OCC (ethyl acetate), O (Water). Run at temperature 100 celsius. Product: C(C)(C)OC1=NNC2=CC=CC=C12 (isopropoxyindazole). Reaction SMILES: [CH:1]([O:4]C1C=CC=NC=1)([CH3:3])[CH3:2].B1(B2OC(C)(C)C(C)(C)O2)OC(C)(C)C(C)(C)O1.C([O-])(=O)C.[K+].C(Cl)Cl.C(=O)([O-])[O-].[K+].[K+].Br[C:44]1[C:52]2[C:47](=[CH:48][CH:49]=[CH:50][CH:51]=2)[NH:46][N:45]=1>C1C=CC(P(C2C=CC=CC=2)[C-]2C=CC=C2)=CC=1.C1C=CC(P(C2C=CC=CC=2)[C-]2C=CC=C2)=CC=1.Cl[Pd]Cl.[Fe+2].C1C=CC([P]([Pd]([P](C2C=CC=CC=2)(C2C=CC=CC=2)C2C=CC=CC=2)([P](C2C=CC=CC=2)(C2C=CC=CC=2)C2C=CC=CC=2)[P](C2C=CC=CC=2)(C2C=CC=CC=2)C2C=CC=CC=2)(C2C=CC=CC=2)C2C=CC=CC=2)=CC=1.C(OCC)(=O)C.O.C(O)C.C1(C)C=CC=CC=1.CS(C)=O>[CH:1]([O:4][C:44]1[C:52]2[C:47](=[CH:48][CH:49]=[CH:50][CH:51]=2)[NH:46][N:45]=1)([CH3:3])[CH3:2] |f:2.3,5.6.7,9.10.11.12,^1:96,98,117,136|. Procedure: 5-isopropoxypyridine 2BIa (10 g, 0.046 mol), bis(pinacolato)diboron (14.1 g, 0.056 mol), potassium acetate (13.6 g, 0.14 mol) and PdCl2(dppf)2.CH2Cl2 (3.78 g, 0.0046 mol) were weight into a 2-necked 1 L flask equipped with a water condenser. DMSO (100 ml) was added and the mixture was purged with nitrogen for 15 min. The mixture was heated at 100° C. under nitrogen for 2 hr. After being cooled to r.t., water (100 ml), toluene (100 ml), ethanol (100 ml), potassium carbonate (32 g, 0.23 mol) and b... Starting materials: S1C(=CC=C1)C=1SC=2CN(CCC2N1)C(C)=O (1-(2-Thiophen-2-yl-6,7-dihydro-4H-thiazolo[5,4-c]pyridin-5-yl)-ethanone), C([O-])([O-])=O.[Na+].[Na+] (sodium carbonate). Run in Cl (hydrochloric acid). Product: S1C(=CC=C1)C=1SC=2CNCCC2N1 (2-Thiophen-2-yl-4,5,6,7-tetrahydro-thiazolo[5,4-c]pyridine). RXN SMILES: [S:1]1[CH:5]=[CH:4][CH:3]=[C:2]1[C:6]1[S:7][C:8]2[CH2:9][N:10](C(=O)C)[CH2:11][CH2:12][C:13]=2[N:14]=1.C(=O)([O-])[O-].[Na+].[Na+]>Cl>[S:1]1[CH:5]=[CH:4][CH:3]=[C:2]1[C:6]1[S:7][C:8]2[CH2:9][NH:10][CH2:11][CH2:12][C:13]=2[N:14]=1 |f:1.2.3|. Procedure: 1 mmol of 1-(2-Thiophen-2-yl-6,7-dihydro-4H-thiazolo[5,4-c]pyridin-5-yl)-ethanone was refluxed for 30 min. in 15 ml of 2 M aqueous hydrochloric acid. The reaction mixture was cooled and made alkaline by addition of sodium carbonate. Extraction with ethyl acetate yields the title compound as a brownish solid. MS (m/e): 223.3 (M+H+).